From a dataset of the Open Reaction Database (ORD), a public repository of structured organic reaction records. describe an organic reaction: reactants, conditions, products, and yield The reactants are BrC=1C=C2C=CC=NC2=CC1C (6-bromo-7-methylquinolin), CN1C(CCC1)=O (N-methyl-2-pyrrolidinone), C(#N)[Cu] (CuCN). The solvent is O (water). Reaction conditions: temperature 20 celsius, time 8 hour. The product is CC1=C(C=C2C=CC(NC2=C1)=O)C#N (7-Methyl-2-oxo-1,2-dihydroquinoline-6-carbonitrile). RXN SMILES: Br[C:2]1[CH:3]=[C:4]2[C:9](=[CH:10][C:11]=1[CH3:12])[N:8]=[CH:7][CH:6]=[CH:5]2.CN1CCCC1=[O:19].[C:20]([Cu])#[N:21]>O>[CH3:12][C:11]1[CH:10]=[C:9]2[C:4]([CH:5]=[CH:6][C:7](=[O:19])[NH:8]2)=[CH:3][C:2]=1[C:20]#[N:21]. Procedure: A mixture of 6-bromo-7-methylquinolin (10 g, 42.0 mmol, prepared following J. Med. Chem. 1988, 31, 2048.), N-methyl-2-pyrrolidinone (32 mL), and CuCN (11 g, 0.13 mol) was stirred at 20° C. overnight and then at reflux temperature (202° C.) for 7 h. The mixture was poured into water (250 mL) and filtered, and the solid was washed twice with water to furnish 7-Methyl-2-oxo-1,2-dihydroquinoline-6-carbonitrile. The reactants are CCOC(C)=O, O=C(OCc1ccc([N+](=O)[O-])cc1)N1CC(SC(c2ccccc2)(c2ccccc2)c2ccccc2)CC1CN1CCCC1CO, O=C(O)C(F)(F)F, OCCS. The product is O=C(OCc1ccc([N+](=O)[O-])cc1)N1CC(S)CC1CN1CCCC1CO. As a reaction SMILES: [CH3:58][CH2:59][O:60][C:61](=[O:62])[CH3:63].[OH:1][CH2:2][CH:3]1[N:4]([CH2:8][CH:9]2[N:10]([C:34](=[O:35])[O:36][CH2:37][c:38]3[cH:39][cH:40][c:41]([N+:44](=[O:45])[O-:46])[cH:42][cH:43]3)[CH2:11][CH:12]([S:14][C:15]([c:16]3[cH:17][cH:18][cH:19][cH:20][cH:21]3)([c:22]3[cH:23][cH:24][cH:25][cH:26][cH:27]3)[c:28]3[cH:29][cH:30][cH:31][cH:32][cH:33]3)[CH2:13]2)[CH2:5][CH2:6][CH2:7]1.[OH:51][C:52]([C:53]([F:54])([F:55])[F:56])=[O:57].[SH:47][CH2:48][CH2:49][OH:50]>>[OH:1][CH2:2][CH:3]1[N:4]([CH2:8][CH:9]2[N:10]([C:34](=[O:35])[O:36][CH2:37][c:38]3[cH:39][cH:40][c:41]([N+:44](=[O:45])[O-:46])[cH:42][cH:43]3)[CH2:11][CH:12]([SH:14])[CH2:13]2)[CH2:5][CH2:6][CH2:7]1. The reactants are COc1ccc(CSC2CC(C(N)=O)N(CCO)C2)cc1, ClCCl, COS(=O)(=O)F. Product: COc1ccc(CSC2CC(C(N)=O)[N+](C)(CCO)C2)cc1, O=S(=O)([O-])F. Reaction SMILES: [C:7]([NH2:8])(=[O:9])[CH:10]1[N:11]([CH2:25][CH2:26][OH:27])[CH2:12][CH:13]([S:15][CH2:16][c:17]2[cH:18][cH:19][c:20]([O:23][CH3:24])[cH:21][cH:22]2)[CH2:14]1.[CH2:28]([Cl:29])[Cl:30].[F:1][S:2](=[O:3])(=[O:4])[O:5][CH3:6]>>[CH3:6][N+:11]1([CH2:25][CH2:26][OH:27])[CH:10]([C:7]([NH2:8])=[O:9])[CH2:14][CH:13]([S:15][CH2:16][c:17]2[cH:18][cH:19][c:20]([O:23][CH3:24])[cH:21][cH:22]2)[CH2:12]1.[F:1][S:2](=[O:3])(=[O:4])[O-:5]. Starting materials: BrCC1=C(C(=CC=C1)Cl)Cl (α-bromo-2,3-dichlorotoluene), NC(=S)N (thiourea). Solvent: C(C)O (ethanol). Yields the product ClC1=C(CSC(N)=N)C=CC=C1Cl (carbamimidothioic acid 2,3-dichlorobenzyl ester). As a reaction SMILES: Br[CH2:2][C:3]1[CH:8]=[CH:7][CH:6]=[C:5]([Cl:9])[C:4]=1[Cl:10].[NH2:11][C:12]([NH2:14])=[S:13]>C(O)C>[Cl:10][C:4]1[C:5]([Cl:9])=[CH:6][CH:7]=[CH:8][C:3]=1[CH2:2][S:13][C:12](=[NH:11])[NH2:14]. Reported procedure: 2,3-Dichlorotoluene (8.05 g., 0.05 mol.) dissolved in 150 ml. of carbon tetrachloride containing N-bromosuccinimide (8.9 g., 0.05 mol.) was heated to reflux and irradiated with a 275-watt sunlamp for two hours. The mixture was cooled, filtered and evaporated to give α-bromo-2,3-dichlorotoluene. The α-bromo-2,3-dichlorotoluene (2.4 g., 0.01 mol.) and thiourea (0.38 g., 0.005 mol.) were dissolved in 25 ml. of ethanol and refluxed for about sixteen hours. The mixture was cooled, concentrated, treat...